Dataset: the Open Reaction Database (ORD), a public repository of structured organic reaction records. Task: describe an organic reaction: reactants, conditions, products, and yield Starting materials: CC(C)(C)OC(=O)CBr, Cc1ccccc1, [Na+], [OH-], COc1cc(C)c(S(=O)(=O)N(C)CCO)c(C)c1. The product is COc1cc(C)c(S(=O)(=O)N(C)CCOCC(=O)OC(C)(C)C)c(C)c1. RXN SMILES: [C:21]([CH3:22])([CH3:23])([CH3:24])[O:25][C:26]([CH2:27][Br:28])=[O:29].[CH3:30][c:31]1[cH:32][cH:33][cH:34][cH:35][cH:36]1.[Na+:20].[OH-:19].[OH:1][CH2:2][CH2:3][N:4]([S:5](=[O:6])(=[O:7])[c:8]1[c:9]([CH3:17])[cH:10][c:11]([O:15][CH3:16])[cH:12][c:13]1[CH3:14])[CH3:18]>>[O:1]([CH2:2][CH2:3][N:4]([S:5](=[O:6])(=[O:7])[c:8]1[c:9]([CH3:17])[cH:10][c:11]([O:15][CH3:16])[cH:12][c:13]1[CH3:14])[CH3:18])[CH2:27][C:26]([O:25][C:21]([CH3:22])([CH3:23])[CH3:24])=[O:29]. Reactants: Cl (Hydrochloric acid), [H-].[Na+] (Sodium hydride), C(CO)(=O)OCC (ethyl glycolate), FC1=C(C=C(C(=C1)F)[N+](=O)[O-])N1C(N2C(=CCCC2)C1=O)=O (2-(2,4-difluoro-5-nitrophenyl)-5,6-dihydroimidazo [1,5-a] pyridine-1,3[2H, 7H]-dione). Solvent: C(C)(=O)OCC (ethyl acetate), O1CCOCC1 (1,4-dioxane). Yields the product C(C)OC(=O)COC1=CC(=C(C=C1[N+](=O)[O-])N1C(N2C(=CCCC2)C1=O)=O)F (2-(4-ethoxycarbonylmethoxy-2-fluoro-5-nitrophenyl)-5,6-dihydroimidazo [1,5-a] pyridine-1,3[2H, 7H]-dione). The yield is 48.9%. Reaction SMILES: [H-].[Na+].[C:3]([O:7][CH2:8][CH3:9])(=[O:6])[CH2:4][OH:5].[F:10][C:11]1[CH:16]=[C:15](F)[C:14]([N+:18]([O-:20])=[O:19])=[CH:13][C:12]=1[N:21]1[C:29](=[O:30])[C:24]2=[CH:25][CH2:26][CH2:27][CH2:28][N:23]2[C:22]1=[O:31].Cl>C(OCC)(=O)C.O1CCOCC1>[CH2:8]([O:7][C:3]([CH2:4][O:5][C:15]1[C:14]([N+:18]([O-:20])=[O:19])=[CH:13][C:12]([N:21]2[C:29](=[O:30])[C:24]3=[CH:25][CH2:26][CH2:27][CH2:28][N:23]3[C:22]2=[O:31])=[C:11]([F:10])[CH:16]=1)=[O:6])[CH3:9] |f:0.1|. Procedure details: Sodium hydride (0.06 g, 2.4 mmol) was put in to a flask, to which 1,4-dioxane (5 mL) and ethyl glycolate (0.12 mL, 1.32 mmol) was added with stirring under cooling in an ice-water bath after replacing the inside of flask throughly with argon gas, and the mixture was stirred for 15 minutes at the ambient temperature. Then, 2-(2,4-difluoro-5-nitrophenyl)-5,6-dihydroimidazo [1,5-a] pyridine-1,3[2H, 7H]-dione (0.37 g, 1. mmol) was added to the mixture at the same temperature. The reaction mixture wa... Starting materials: CC=1NC(C2=C(N1)N(C(=C2C)C)C2=CC=CC=C2)=O (2,5,6-trimethyl-7-phenyl-3H,7H-pyrrolo-[2,3-d]pyrimidin-4-one), CI (methyl iodide), [OH-].[K+] (potassium hydroxide), [OH-].[K+] (potassium hydroxide), CI (methyl iodide). The solvent is C(C)O (ethanol). Yields the product CC=1N(C(C2=C(N1)N(C(=C2C)C)C2=CC=CC=C2)=O)C (2,3,5,6-tetramethyl-7-phenyl-3H,7H-pyrrolo-[2,3-d]pyrimidin-4-one). The yield is 78.5%. Reaction SMILES: [CH3:1][C:2]1[NH:3][C:4](=[O:19])[C:5]2[C:10]([CH3:11])=[C:9]([CH3:12])[N:8]([C:13]3[CH:18]=[CH:17][CH:16]=[CH:15][CH:14]=3)[C:6]=2[N:7]=1.[OH-].[K+].[CH3:22]I>C(O)C>[CH3:1][C:2]1[N:3]([CH3:22])[C:4](=[O:19])[C:5]2[C:10]([CH3:11])=[C:9]([CH3:12])[N:8]([C:13]3[CH:18]=[CH:17][CH:16]=[CH:15][CH:14]=3)[C:6]=2[N:7]=1 |f:1.2|. Procedure: A mixture of 2,5,6-trimethyl-7-phenyl-3H,7H-pyrrolo-[2,3-d]pyrimidin-4-one (1.46 g, 5.8 mM) (N S Girgis et atl, Synthesis, 1985, p101-104). A mixture of potassium hydroxide flake (327 mg, 5.8 mM) and methyl iodide (0.54 ml, 8.7 mM) in ethanol (37 ml) was heated under reflux for 15 hours. A mixture of methyl iodide (0.5 ml) and potassium hydroxide flake (0.3 g) was added and the reaction mixture heated under reflux for a further 3 hours. The solvent was evaporated and the residual solid suspended...